Dataset: the Open Reaction Database (ORD), a public repository of structured organic reaction records. Task: describe an organic reaction: reactants, conditions, products, and yield The reactants are ClC=1C=C2C(CN(CC2=C(C1)Cl)C)C1=CC=C(C=C1)[C@](C(=O)N)([C@H]([C@@H]([C@@H](CO)O)O)O)O ([4-(6,8-dichloro-2-methyl-1,2,3,4-tetrahydroisoquinolin-4-yl)phenyl]-(2R,3S,4R,5R)-2,3,4,5,6-pentahydroxyhexanamide), BrCC(=O)C=1C=C(C=CC1)NC(C)=O (N-[3-(2-bromoacetyl)phenyl]acetamide), ClC=1C=C2C(CN(CC2=C(C1)Cl)C)C1=CC=C(C=C1)[C@](C(=O)N)([C@H]([C@@H]([C@@H](CO)O)O)O)O ([4-(6,8-dichloro-2-methyl-1,2,3,4-tetrahydroisoquinolin-4-yl)phenyl]-(2R,3S,4R,5R)-2,3,4,5,6-pentahydroxyhexanamide), BrCC(=O)C=1C=C(C=CC1)NC(C)=O (N-[3-(2-bromoacetyl)phenyl]acetamide). Yields the product ClC=1C=C2C(CN(CC2=C(C1)Cl)C)C1=CC=C(C=C1)N (4-(6,8-dichloro-2-methyl-1,2,3,4-tetrahydroisoquinolin-4-yl)phenylamine). Reaction SMILES: [Cl:1][C:2]1[CH:3]=[C:4]2[C:9](=[C:10]([Cl:12])[CH:11]=1)[CH2:8][N:7]([CH3:13])[CH2:6][CH:5]2[C:14]1[CH:19]=[CH:18][C:17]([C@@](O)([C@@H](O)[C@H](O)[C@H](O)CO)C(N)=O)=[CH:16][CH:15]=1.BrCC(C1C=C([NH:43]C(=O)C)C=CC=1)=O>>[Cl:1][C:2]1[CH:3]=[C:4]2[C:9](=[C:10]([Cl:12])[CH:11]=1)[CH2:8][N:7]([CH3:13])[CH2:6][CH:5]2[C:14]1[CH:19]=[CH:18][C:17]([NH2:43])=[CH:16][CH:15]=1. Reported procedure: Starting from 2,4-dichlorobenzylmethylamine (Example 1, intermediate 1) and N-[3-(2-bromoacetyl)phenyl]acetamide (cf. Example 1, intermediate 2), the aniline derivative 3-(6,8-dichloro-2-methyl-1,2,3,4-tetrahydroisoquinolin-4-yl)phenylamine (cf. Example 1, intermediate 6) was prepared in a similar manner to the synthetic route described in Example 1. Reactants: Triethyl phosphonoacetate, O1CCC(CC1)=O (dihydro-2H-pyran-4(3H)-one), O (water). Solvent: CN(C)C=O (DMF). Conditions: temperature 80 celsius, time 15 hour. Yields the product O1CCC(CC1)=CC(=O)OCC (Ethyl 2-(2H-pyran-4(3H,5H,6H)-ylidene)acetate). Isolated yield 78.0%. RXN SMILES: [O:1]1[CH2:6][CH2:5][C:4](=O)[CH2:3][CH2:2]1.[OH2:8]>CN(C=O)C>[O:1]1[CH2:6][CH2:5][C:4](=[CH:3][C:2]([O:1][CH2:6][CH3:5])=[O:8])[CH2:3][CH2:2]1. Procedure details: Triethyl phosphonoacetate (22.6 g, 99.88 mmol) was added to a solution of dihydro-2H-pyran-4(3H)-one (10.0 g, 99.88 mmol) in DMF (100 ml) at room temperature, and the mixture was stirred at 80° C. for 15 hr. The mixture was allowed to cool to room temperature, was diluted with water, and was extracted with ether. The organic layer was washed with water and saturated brine, was dried over anhydrous magnesium sulfate, and the filtrate was concentrated under reduced pressure. The residue was chroma... The reactants are O=C([O-])[O-], CC(C)c1nc2ccccc2[nH]1, Cn1c(CN2CC(N3CCS(=O)(=O)CC3)C2)nc2c(N3CCOCC3)nc(Cl)nc21, [Cs+], [Cs+], C1COCCO1, O=C(C=Cc1ccccc1)C=Cc1ccccc1, O=C(C=Cc1ccccc1)C=Cc1ccccc1, O=C(C=Cc1ccccc1)C=Cc1ccccc1, [Pd], [Pd]. Yields the product CC(C)c1nc2ccccc2n1-c1nc(N2CCOCC2)c2nc(CN3CC(N4CCS(=O)(=O)CC4)C3)n(C)c2n1. Reaction SMILES: [C:43](=[O:44])([O-:45])[O-:46].[CH:31]([CH3:32])([CH3:33])[c:34]1[n:35][c:36]2[c:37]([nH:38]1)[cH:39][cH:40][cH:41][cH:42]2.[Cl:1][c:2]1[n:3][c:4]([N:25]2[CH2:26][CH2:27][O:28][CH2:29][CH2:30]2)[c:5]2[n:6][c:7]([CH2:12][N:13]3[CH2:14][CH:15]([N:17]4[CH2:18][CH2:19][S:20](=[O:23])(=[O:24])[CH2:21][CH2:22]4)[CH2:16]3)[n:8]([CH3:11])[c:9]2[n:10]1.[Cs+:47].[Cs+:48].[O:49]1[CH2:50][CH2:51][O:52][CH2:53][CH2:54]1.[O:57]=[C:58]([CH:59]=[CH:60][c:61]1[cH:62][cH:63][cH:64][cH:65][cH:66]1)[CH:67]=[CH:68][c:69]1[cH:70][cH:71][cH:72][cH:73][cH:74]1.[O:75]=[C:76]([CH:77]=[CH:78][c:79]1[cH:80][cH:81][cH:82][cH:83][cH:84]1)[CH:85]=[CH:86][c:87]1[cH:88][cH:89][cH:90][cH:91][cH:92]1.[O:93]=[C:94]([CH:95]=[CH:96][c:97]1[cH:98][cH:99][cH:100][cH:101][cH:102]1)[CH:103]=[CH:104][c:105]1[cH:106][cH:107][cH:108][cH:109][cH:110]1.[Pd:55].[Pd:56]>>[c:2]1(-[n:35]2[c:34]([CH:31]([CH3:32])[CH3:33])[n:38][c:37]3[c:36]2[cH:42][cH:41][cH:40][cH:39]3)[n:3][c:4]([N:25]2[CH2:26][CH2:27][O:28][CH2:29][CH2:30]2)[c:5]2[n:6][c:7]([CH2:12][N:13]3[CH2:14][CH:15]([N:17]4[CH2:18][CH2:19][S:20](=[O:23])(=[O:24])[CH2:21][CH2:22]4)[CH2:16]3)[n:8]([CH3:11])[c:9]2[n:10]1. The reactants are Cl (HCl), [N+](=O)([O-])C(C)C (2-nitropropane), COCCC1=CC=C(OCC=O)C=C1 (4-(2-methoxyethyl)-phenoxy-acetaldehyde), [Na] (sodium). Solvent: CO (methanol). Run at time 15 hour. The product is COCCC1=CC=C(OCC(C(C)(C)[N+](=O)[O-])O)C=C1 (1-[4-(2-Methoxyethyl)-phenoxy]-3-nitro-3-methyl-butan-2-ol). RXN SMILES: [N+:1]([CH:4]([CH3:6])[CH3:5])([O-:3])=[O:2].[CH3:7][O:8][CH2:9][CH2:10][C:11]1[CH:20]=[CH:19][C:14]([O:15][CH2:16][CH:17]=[O:18])=[CH:13][CH:12]=1.[Na].Cl>CO>[CH3:7][O:8][CH2:9][CH2:10][C:11]1[CH:20]=[CH:19][C:14]([O:15][CH2:16][CH:17]([OH:18])[C:4]([N+:1]([O-:3])=[O:2])([CH3:6])[CH3:5])=[CH:13][CH:12]=1 |^1:20|. Reported procedure: 39.5 g of 2-nitropropane and 27 g of 4-(2-methoxyethyl)-phenoxy-acetaldehyde are successively added dropwise to a solution of 2 g of sodium in 150 ml of methanol. After the mixture has been stirred at room temperature for 15 hours, the solution is poured onto water and acidified with 2N HCl. Extraction with CHCl3 gives, after crystallisation from diisopropyl ether, 23.3 g of the nitro compound mentioned in the title. Melting point: 92°-94° C. The product is CC(C)(C)S(=O)N=Cc1ccc(Br)cn1. As a reaction SMILES: [C:10]([CH3:11])([CH3:12])([CH3:13])[S:14](=[O:15])[NH2:16].[Cl:17][CH:18]([Cl:19])[Cl:20].[O:21]=[Mn:22]=[O:23].[OH:1][CH2:2][c:3]1[n:4][cH:5][c:6]([Br:9])[cH:7][cH:8]1>>[CH:2]([c:3]1[n:4][cH:5][c:6]([Br:9])[cH:7][cH:8]1)=[N:16][S:14]([C:10]([CH3:11])([CH3:12])[CH3:13])=[O:15]. The reactants are CC(C)(C)S(N)=O, ClC(Cl)Cl, O=[Mn]=O, OCc1ccc(Br)cn1. Starting materials: O=C([O-])[O-], Nc1ccc(Oc2ccnc3cc(I)sc23)c(F)c1, [Na+], [Na+], C1COCCO1, OB(O)C1=CCC2(CC1)OCCO2, c1ccc(P(c2ccccc2)(c2ccccc2)[Pd](P(c2ccccc2)(c2ccccc2)c2ccccc2)(P(c2ccccc2)(c2ccccc2)c2ccccc2)P(c2ccccc2)(c2ccccc2)c2ccccc2)cc1. Product: Nc1ccc(Oc2ccnc3cc(C4=CCC5(CC4)OCCO5)sc23)c(F)c1. Reaction SMILES: [C:33](=[O:34])([O-:35])[O-:36].[F:1][c:2]1[cH:3][c:4]([NH2:5])[cH:6][cH:7][c:8]1[O:9][c:10]1[c:11]2[c:12]([n:13][cH:14][cH:15]1)[cH:16][c:17]([I:19])[s:18]2.[Na+:37].[Na+:38].[O:116]1[CH2:117][CH2:118][O:119][CH2:120][CH2:121]1.[O:20]1[CH2:21][CH2:22][O:23][C:24]12[CH2:25][CH:26]=[C:27]([B:30]([OH:31])[OH:32])[CH2:28][CH2:29]2.[cH:39]1[cH:40][cH:41][c:42]([P:43]([Pd:44]([P:45]([c:46]2[cH:47][cH:48][cH:49][cH:50][cH:51]2)([c:52]2[cH:53][cH:54][cH:55][cH:56][cH:57]2)[c:58]2[cH:59][cH:60][cH:61][cH:62][cH:63]2)([P:64]([c:65]2[cH:66][cH:67][cH:68][cH:69][cH:70]2)([c:71]2[cH:72][cH:73][cH:74][cH:75][cH:76]2)[c:77]2[cH:78][cH:79][cH:80][cH:81][cH:82]2)[P:83]([c:84]2[cH:85][cH:86][cH:87][cH:88][cH:89]2)([c:90]2[cH:91][cH:92][cH:93][cH:94][cH:95]2)[c:96]2[cH:97][cH:98][cH:99][cH:100][cH:101]2)([c:102]2[cH:103][cH:104][cH:105][cH:106][cH:107]2)[c:108]2[cH:109][cH:110][cH:111][cH:112][cH:113]2)[cH:114][cH:115]1>>[F:1][c:2]1[cH:3][c:4]([NH2:5])[cH:6][cH:7][c:8]1[O:9][c:10]1[c:11]2[c:12]([n:13][cH:14][cH:15]1)[cH:16][c:17]([C:27]1=[CH:26][CH2:25][C:24]3([O:20][CH2:21][CH2:22][O:23]3)[CH2:29][CH2:28]1)[s:18]2.